This data is from the Open Reaction Database (ORD), a public repository of structured organic reaction records. The task is: describe an organic reaction: reactants, conditions, products, and yield Reactants: P(=O)(Cl)(Cl)Cl (Phosphorus oxychloride), C1(NCCCCCC1)=O (2-azacyclooctanone), C1(=CC=CC=C1)NCCC1=CC=CC=C1 (N-phenylphenethylamine), Cl (hydrochloride), Cl (hydrogen chloride), N1=CC=CC=CC=C1 (azocine), [OH-].[K+] (potassium hydroxide). Run in ClCCCl (1,2-dichloroethane), C(C)O (ethanol), O (water). Conditions: time 16 hour. Yields the product O.Cl.C1(=CC=CC=C1)N(C1=NCCCCCC1)C1=CC=C(C=C1)OCC.C1(=CC=CC=C1)N(C1=CC=C(C=C1)OCC)C1=NCCCCCC1.Cl (3,4,5,6,7,8-Hexahydro-2-(N-phenylphenetylamino)azocine hydrochloride hemihydrate). RXN SMILES: P(Cl)(Cl)([Cl:3])=[O:2].[C:6]1(=[O:14])[CH2:13]CCCCCN1.[C:15]1([NH:21][CH2:22][CH2:23][C:24]2[CH:29]=[CH:28][CH:27]=CC=2)[CH:20]=[CH:19][CH:18]=[CH:17][CH:16]=1.[OH-].[K+].[N:32]1[CH:39]=[CH:38][CH:37]=[CH:36][CH:35]=[CH:34][CH:33]=1.[ClH:40]>C(O)C.O.ClCCCl>[OH2:2].[ClH:3].[C:22]1([N:21]([C:15]2[CH:16]=[CH:17][C:18]([O:14][CH2:6][CH3:13])=[CH:19][CH:20]=2)[C:33]2[CH2:34][CH2:35][CH2:36][CH2:37][CH2:38][CH2:39][N:32]=2)[CH:23]=[CH:24][CH:29]=[CH:28][CH:27]=1.[C:22]1([N:21]([C:33]2[CH2:34][CH2:35][CH2:36][CH2:37][CH2:38][CH2:39][N:32]=2)[C:15]2[CH:16]=[CH:17][C:18]([O:14][CH2:6][CH3:13])=[CH:19][CH:20]=2)[CH:23]=[CH:24][CH:29]=[CH:28][CH:27]=1.[ClH:40] |f:3.4,10.11.12.13.14|. Procedure details: Phosphorus oxychloride (6.13 g., 0.04 mole) is added in one portion to a stirred mixture of 2-azacyclooctanone (5.1 g., 0.04 mole) and N-phenylphenethylamine (7.9 g., 0.04 mole) in 100 ml. of 1,2-dichloroethane. The mixture is stirred for 16 hr., poured into crushed ice and made basic with 10 N potassium hydroxide. The 1,2-dichloroethane layer is separated, washed with 100 ml. of 1.5 N hydrochloric acid and then with a 100 ml. portion of water. After drying over magnesium sulfate, the 1,2-dichlo... Reagents/catalysts: [Pt](=O)=O (platinum dioxide), [Pt](=O)=O (platinum dioxide). RXN SMILES: [F:1][C:2]1[CH:7]=[CH:6][C:5](/[CH:8]=[CH:9]/[CH2:10][O:11][CH2:12][CH2:13][CH2:14][N:15]2[CH2:19][CH2:18][CH2:17][CH2:16]2)=[CH:4][CH:3]=1>CN(C)C=O.[Pt](=O)=O>[F:1][C:2]1[CH:7]=[CH:6][C:5]([CH2:8][CH2:9][CH2:10][O:11][CH2:12][CH2:13][CH2:14][N:15]2[CH2:16][CH2:17][CH2:18][CH2:19]2)=[CH:4][CH:3]=1. Product: FC1=CC=C(C=C1)CCCOCCCN1CCCC1 (1-{3-[3-(4-fluorophenyl)propoxy]propyl}pyrrolidine). Reported procedure: A suspension of platinum dioxide (300 mg) in a solution of trans-1-{3-[3-(4-fluorophenyl)allyloxy]propyl}pyrrolidine (330 mg) in N,N-dimethylformamide (3 mL) is stirred overnight at room temperature under an atmosphere of dihydrogene. An additional amount of platinum dioxide is added and the suspension is stirred for 24 hours at room temperature under an atmosphere of dihydrogene. The suspension is filtered over a celite pad and rinsed with ethyl acetate. Ethyl acetate is evaporated from the fil... Run in CN(C=O)C (N,N-dimethylformamide). Reactants: FC1=CC=C(C=C1)/C=C/COCCCN1CCCC1 (trans-1-{3-[3-(4-fluorophenyl)allyloxy]propyl}pyrrolidine). The yield is 28.9%. Reaction conditions: time 8 hour. Starting materials: OCCBr, CC(C)(C)[Si](Cl)(c1ccccc1)c1ccccc1, CN(C)C=O, [Cl-], [Na+], c1c[nH]cn1. The product is CC(C)(C)[Si](OCCBr)(c1ccccc1)c1ccccc1. As a reaction SMILES: [Br:1][CH2:2][CH2:3][OH:4].[C:10]([CH3:11])([CH3:12])([CH3:13])[Si:14]([Cl:15])([c:16]1[cH:17][cH:18][cH:19][cH:20][cH:21]1)[c:22]1[cH:23][cH:24][cH:25][cH:26][cH:27]1.[CH3:30][N:31]([CH3:32])[CH:33]=[O:34].[Cl-:29].[Na+:28].[nH:5]1[cH:6][cH:7][n:8][cH:9]1>>[Br:1][CH2:2][CH2:3][O:4][Si:14]([C:10]([CH3:11])([CH3:12])[CH3:13])([c:16]1[cH:17][cH:18][cH:19][cH:20][cH:21]1)[c:22]1[cH:23][cH:24][cH:25][cH:26][cH:27]1. The reactants are FC1=CC=C(C=C1)C1=C(C(=NN1C1=NC2=CC=CC=C2C=C1)C(C)C)/C=C/C=O (trans-3-[5-(4-fluorophenyl)-3-(l-methylethyl)-1-(2-quinolinyl)-1H-pyrazol-4-yl]-2-propenal), [H-].[Na+] (NaH), C(CC(=O)C)(=O)OCC (ethyl acetoacetate), solution, [Li]CCCC (n-BuLi). Solvent: C1CCOC1 (THF), CCCCCC (hexane), C1CCOC1 (THF), C1CCOC1 (THF), C1CCOC1 (THF). Conditions: temperature 0 celsius, time 15 minute. The product is EtOAc hexanes, FC1=CC=C(C=C1)C1=C(C(=NN1C1=NC2=CC=CC=C2C=C1)C(C)C)/C=C/C(CC(CC(=O)OCC)=O)O (trans-7-[(4-fluorophenyl)-3-(1-methylethyl)-1-(2-quinolinyl)-1H-pyrazol-4-yl]-5-hydroxy-3-oxo-6-heptenoic acid, ethyl ester). The yield is 90.0%. As a reaction SMILES: [H-].[Na+].[C:3]([O:9][CH2:10][CH3:11])(=[O:8])[CH2:4][C:5]([CH3:7])=[O:6].[Li]CCCC.[F:17][C:18]1[CH:23]=[CH:22][C:21]([C:24]2[N:28]([C:29]3[CH:38]=[CH:37][C:36]4[C:31](=[CH:32][CH:33]=[CH:34][CH:35]=4)[N:30]=3)[N:27]=[C:26]([CH:39]([CH3:41])[CH3:40])[C:25]=2/[CH:42]=[CH:43]/[CH:44]=[O:45])=[CH:20][CH:19]=1>C1COCC1.CCCCCC>[F:17][C:18]1[CH:23]=[CH:22][C:21]([C:24]2[N:28]([C:29]3[CH:38]=[CH:37][C:36]4[C:31](=[CH:32][CH:33]=[CH:34][CH:35]=4)[N:30]=3)[N:27]=[C:26]([CH:39]([CH3:41])[CH3:40])[C:25]=2/[CH:42]=[CH:43]/[CH:44]([OH:45])[CH2:7][C:5](=[O:6])[CH2:4][C:3]([O:9][CH2:10][CH3:11])=[O:8])=[CH:20][CH:19]=1 |f:0.1|. Reported procedure: To a stirred suspension of hexane washed NaH (0.77 g, 19.1 mmoles) in 30 mL THF at 0° C. under a nitrogen atmosphere, was added dropwise a solution of ethyl acetoacetate (2.27 mL, 17.9 mmoles) in 30 mL THF. The mixture was stirred for 15 minutes before a 2.2 M solution of n-BuLi (8.2 mL, 17.9 mmoles) in THF was added dropwise via syringe. The resulting orange solution was stirred at 0° C. for 15 minutes and then cooled to -7S° C. A solution of trans-3-[5-(4-fluorophenyl)-3-(l-methylethyl)-1-(2-q... Starting materials: CCOC(=O)c1cnn(-c2ccc(NC(=O)OCc3ccccc3)cc2F)c1, CCO, [Na+], C1CCOC1, [OH-], O. Product: O=C(Nc1ccc(-n2cc(C(=O)O)cn2)c(F)c1)OCc1ccccc1. As a reaction SMILES: [CH2:1]([c:2]1[cH:3][cH:4][cH:5][cH:6][cH:7]1)[O:8][C:9](=[O:10])[NH:11][c:12]1[cH:13][c:14]([F:28])[c:15](-[n:18]2[n:19][cH:20][c:21]([C:23](=[O:24])[O:25][CH2:26][CH3:27])[cH:22]2)[cH:16][cH:17]1.[CH2:37]([OH:38])[CH3:39].[Na+:35].[O:29]1[CH2:30][CH2:31][CH2:32][CH2:33]1.[OH-:34].[OH2:36]>>[CH2:1]([c:2]1[cH:3][cH:4][cH:5][cH:6][cH:7]1)[O:8][C:9](=[O:10])[NH:11][c:12]1[cH:13][c:14]([F:28])[c:15](-[n:18]2[n:19][cH:20][c:21]([C:23](=[O:24])[OH:25])[cH:22]2)[cH:16][cH:17]1. Starting materials: OCCOC=1C=C2C(N(C(=NC2=CC1)CCC)CC1=CC=C(C=C1)C1=C(C=CC=C1)C1=NN=NN1COC)=O (6-(2-hydroxyethyloxy)-3-[[2'-(N-methoxymethyltetrazol-5-yl)biphenyl-4-yl]methyl]-2-propyl-4(3H)-quinazolinone), C(C1=CC=CC=C1)(=O)Cl (benzoyl chloride). Solvent: N1=CC=CC=C1 (pyridine). Conditions: time 4 hour. The product is C(C1=CC=CC=C1)(=O)OCCOC=1C=C2C(N(C(=NC2=CC1)CCC)CC1=CC=C(C=C1)C1=C(C=CC=C1)C1=NN=NN1COC)=O (6-(2-Benzoyloxyethyloxy)-3-[[2'-(N-methoxymethyltetrazol-5-yl)-biphenyl-4-yl]methyl]-2-propyl-4(3H)-quinazolinone). Isolated yield 93.0%. RXN SMILES: [OH:1][CH2:2][CH2:3][O:4][C:5]1[CH:6]=[C:7]2[C:12](=[CH:13][CH:14]=1)[N:11]=[C:10]([CH2:15][CH2:16][CH3:17])[N:9]([CH2:18][C:19]1[CH:24]=[CH:23][C:22]([C:25]3[CH:30]=[CH:29][CH:28]=[CH:27][C:26]=3[C:31]3[N:35]([CH2:36][O:37][CH3:38])[N:34]=[N:33][N:32]=3)=[CH:21][CH:20]=1)[C:8]2=[O:39].[C:40](Cl)(=[O:47])[C:41]1[CH:46]=[CH:45][CH:44]=[CH:43][CH:42]=1>N1C=CC=CC=1>[C:40]([O:1][CH2:2][CH2:3][O:4][C:5]1[CH:6]=[C:7]2[C:12](=[CH:13][CH:14]=1)[N:11]=[C:10]([CH2:15][CH2:16][CH3:17])[N:9]([CH2:18][C:19]1[CH:20]=[CH:21][C:22]([C:25]3[CH:30]=[CH:29][CH:28]=[CH:27][C:26]=3[C:31]3[N:35]([CH2:36][O:37][CH3:38])[N:34]=[N:33][N:32]=3)=[CH:23][CH:24]=1)[C:8]2=[O:39])(=[O:47])[C:41]1[CH:46]=[CH:45][CH:44]=[CH:43][CH:42]=1. Procedure: To a solution of 6-(2-hydroxyethyloxy)-3-[[2'-(N-methoxymethyltetrazol-5-yl)biphenyl-4-yl]methyl]-2-propyl-4(3H)-quinazolinone (0.09 g) in pyridine (2 ml) was added benzoyl chloride (0.08 ml) and the reaction solution was stirred at room temperature for 4 hours. The mixture was extracted with ethyl acetate-water and the organic layer was washed with water, dried and evaporated to dryness. The residue was purified by column chromatography on silica gel to give a colorless oil (0.1 g, 93%).